From a dataset of the Open Reaction Database (ORD), a public repository of structured organic reaction records. describe an organic reaction: reactants, conditions, products, and yield The reactants are ClC=1N(C(N(N1)C)=O)C1=C(C=CC=C1)C (5-chloro-2,4-dihydro-2-methyl-4-(2-methylphenyl)-3H-1,2,4-triazol-3-one), C[O-].[Na+] (sodium methoxide). Solvent: C(OC)COC.CO (dimethoxyethane methanol), C(C)(=O)OCC (ethyl acetate). Product: COC=1N(C(N(N1)C)=O)C1=C(C=CC=C1)C (2,4-Dihydro-5-methoxy-2-methyl-4-(2-methylphenyl)-3H-1,2,4-triazol-3-one). Yield: 95.0%. As a reaction SMILES: Cl[C:2]1[N:3]([C:9]2[CH:14]=[CH:13][CH:12]=[CH:11][C:10]=2[CH3:15])[C:4](=[O:8])[N:5]([CH3:7])[N:6]=1.[CH3:16][O-:17].[Na+]>C(COC)OC.CO.C(OCC)(=O)C>[CH3:16][O:17][C:2]1[N:3]([C:9]2[CH:14]=[CH:13][CH:12]=[CH:11][C:10]=2[CH3:15])[C:4](=[O:8])[N:5]([CH3:7])[N:6]=1 |f:1.2,3.4|. Procedure: 8.25 g 5-chloro-2,4-dihydro-2-methyl-4-(2-methylphenyl)-3H-1,2,4-triazol-3-one was dissolved in 80 mL 1:1 dimethoxyethane/methanol under N2. 14.0 mL sodium methoxide (30% solution in methanol) was added and the solution was heated at reflux for 3 h. The mixture was allowed to cool, diluted with ethyl acetate, washed with water, then saturated aqueous NaCl. The combined organic extracts were dried (MgSO4), filtered, and concentrated under reduced pressure. The residue was purified by flash chroma... The reactants are product, COC1OC(CC(O1)=O)C (2-methoxy-6-methyl-1,3-dioxan-4-one), C(C1=CC=CC=C1)N (benzylamine). The solvent is ClCCl (dichloromethane). Product: C(C1=CC=CC=C1)NC(CC(=O)O)C (3-(N-benzylamino) butyric acid). As a reaction SMILES: COC1[O:8][C:7](=[O:9])[CH2:6][CH:5]([CH3:10])O1.[CH2:11]([NH2:18])[C:12]1[CH:17]=[CH:16][CH:15]=[CH:14][CH:13]=1>ClCCl>[CH2:11]([NH:18][CH:5]([CH3:10])[CH2:6][C:7]([OH:8])=[O:9])[C:12]1[CH:17]=[CH:16][CH:15]=[CH:14][CH:13]=1. Reported procedure: The product of Example 2, 2-methoxy-6-methyl-1,3-dioxan-4-one, was reacted with benzylamine in dichloromethane at room temperature for 24 hours. This afforded optically active 3-(N-benzylamino) butyric acid. The product is NC1=NC=C(C=C1OC)Cl (2-Amino-3-methoxy-5-chloropyridine). Solvent: hexanes, C(C)(=O)OCC (ethyl acetate). The reactants are COC=1C(=NC=CC1)N (3-Methoxy-2-aminopyridine), ClN1C(CCC1=O)=O (N-Chlorosuccinimide). As a reaction SMILES: [CH3:1][O:2][C:3]1[C:4]([NH2:9])=[N:5][CH:6]=[CH:7][CH:8]=1.[Cl:10]N1C(=O)CCC1=O>C(OCC)(=O)C>[NH2:9][C:4]1[C:3]([O:2][CH3:1])=[CH:8][C:7]([Cl:10])=[CH:6][N:5]=1. Procedure details: 3-Methoxy-2-aminopyridine (Wonda Science, cat #01683; 12.4 g, 0.01 mol) is dissolved by stirring in 500 ml of ethyl acetate. A thermometer is placed in the solution to monitor temperature. N-Chlorosuccinimide (13.3 g, 0.01 mol) is added in several portions to keep the solution at room temperature. The solution becomes dark in color and is stirred at room temperature overnight. The supernatant is decanted from the dark solids that formed and transferred to a separatory funnel. The organic solutio... Conditions: time 8 hour. Starting materials: C(C)OC(NC=1SC2=C(N1)C=CC=C2)=O (benzothiazol-2-yl-carbamic acid ethyl ester), C(C)OC(NC=1SC2=C(N1)C=CC(=C2)[N+](=O)[O-])=O (6-nitro-benzothiazol-2-yl-carbamic acid ethyl ester). Run in O (water). Yields the product NC=1SC2=C(N1)C=CC(=C2)[N+](=O)[O-] (2-amino-6-nitrobenzothiazole). RXN SMILES: C(OC(=O)NC1SC2C=CC=CC=2N=1)C.C(OC(=O)[NH:20][C:21]1[S:22][C:23]2[CH:29]=[C:28]([N+:30]([O-:32])=[O:31])[CH:27]=[CH:26][C:24]=2[N:25]=1)C>O>[NH2:20][C:21]1[S:22][C:23]2[CH:29]=[C:28]([N+:30]([O-:32])=[O:31])[CH:27]=[CH:26][C:24]=2[N:25]=1. Reported procedure: 19 g (0.09 mol) of benzothiazol-2-yl-carbamic acid ethyl ester are nitrated as described in Example 1. The resulting water-moist paste of 6-nitro-benzothiazol-2-yl-carbamic acid ethyl ester is saponified at pH 10 to 12 and the mixture is worked up, as described in Example 1. 9.8 g of 2-amino-6-nitrobenzothiazole of melting point 249° to 252° C. are obtained. The content of isomeric nitro compounds is less than 1%. The reactants are C1(=CC=CC=C1)C (toluene), NC=1C=C(C=CC1)C(F)(F)F (3-aminobenzotrifluoride), N1=CC=CC=C1 (pyridine), ClC(C(=O)Cl)C1=CC=CC=C1 (2-Chloro-2-phenylacetyl chloride). Solvent: C(C)(=O)OCC (ethyl acetate). Run at time 8 hour. The product is FC(C=1C=C(C=CC1)NC(C(C1=CC=CC=C1)Cl)=O)(F)F (N-(3-trifluoromethylphenyl)-2-chloro-2-phenylacetamide). Isolated yield 89.3%. As a reaction SMILES: C1(C)C=CC=CC=1.[NH2:8][C:9]1[CH:10]=[C:11]([C:15]([F:18])([F:17])[F:16])[CH:12]=[CH:13][CH:14]=1.N1C=CC=CC=1.[Cl:25][CH:26]([C:30]1[CH:35]=[CH:34][CH:33]=[CH:32][CH:31]=1)[C:27](Cl)=[O:28]>C(OCC)(=O)C>[F:18][C:15]([F:16])([F:17])[C:11]1[CH:10]=[C:9]([NH:8][C:27](=[O:28])[CH:26]([Cl:25])[C:30]2[CH:35]=[CH:34][CH:33]=[CH:32][CH:31]=2)[CH:14]=[CH:13][CH:12]=1. Reported procedure: A toluene [350 milliliters (mL)] solution of 3-aminobenzotrifluoride [35.5 grams (g) 0.22 mol] and pyridine (19.1 grams, 0.24 mol) was cooled in an ice bath. 2-Chloro-2-phenylacetyl chloride (45.8 grams, 0.24 mol) was added dropwise. The mixture was allowed to warm to room temperature and stirred overnight. The reaction mixture was diluted with ethyl acetate (100 mL) and washed with water (2 ×200 mL) and dried with magnesium sulfate. The solvent was removed in a rotary evaporator to provide the ... The reactants are NC(CCC(=O)O)C1=CC2=CC=C(C(=C2C=C1)C(F)(F)F)O[C@@H]1CC[C@H](CC1)C(C)(C)C (4-amino-4-(6-(trans-4-tert-butylcyclohexyloxy)-5-(trifluoromethyl)naphthalen-2-yl)butanoic acid), C(C)(C)(C)[C@@H]1CC[C@H](CC1)OC=1C=C2C=CC(=CC2=CC1)C(CCC(=O)O)(C)[N+](=O)[O-] (4-(6-(trans-4-tert-butylcyclohexyloxy)naphthalen-2-yl)-4-nitropentanoic acid). The product is NC(CCC(=O)O)(C)C1=CC2=CC=C(C=C2C=C1)O[C@@H]1CC[C@H](CC1)C(C)(C)C (4-amino-4-(6-(trans-4-tert-butylcyclohexyloxy)naphthalen-2-yl)pentanoic acid). Isolated yield 3.0%. RXN SMILES: NC(C1C=CC2C(=CC=C(O[C@H]3CC[C@H](C(C)(C)C)CC3)C=2C(F)(F)F)C=1)CCC(O)=O.[C:33]([C@H:37]1[CH2:42][CH2:41][C@H:40]([O:43][C:44]2[CH:45]=[C:46]3[C:51](=[CH:52][CH:53]=2)[CH:50]=[C:49]([C:54]([N+:61]([O-])=O)([CH3:60])[CH2:55][CH2:56][C:57]([OH:59])=[O:58])[CH:48]=[CH:47]3)[CH2:39][CH2:38]1)([CH3:36])([CH3:35])[CH3:34]>>[NH2:61][C:54]([C:49]1[CH:48]=[CH:47][C:46]2[C:51](=[CH:52][CH:53]=[C:44]([O:43][C@H:40]3[CH2:41][CH2:42][C@H:37]([C:33]([CH3:36])([CH3:35])[CH3:34])[CH2:38][CH2:39]3)[CH:45]=2)[CH:50]=1)([CH3:60])[CH2:55][CH2:56][C:57]([OH:59])=[O:58]. Procedure details: 4-amino-4-(6-(trans-4-tert-butylcyclohexyloxy)naphthalen-2-yl)pentanoic acid was synthesized as per 4-amino-4-(6-(trans-4-tert-butylcyclohexyloxy)-5-(trifluoromethyl)naphthalen-2-yl)butanoic acid (Example 203) in 3% yield using 4-(6-(trans-4-tert-butylcyclohexyloxy)naphthalen-2-yl)-4-nitropentanoic acid as starting material. MS: m/z=381.53 [M−NH2]+. 1H NMR (MeOD) δ: 7.91 (d, J=8.7 Hz, 1H), 7.83-7.88 (m, 2H), 7.55 (dd, J=8.7, 1.9 Hz, 1H), 7.31 (d, J=2.3 Hz, 1H), 7.21 (dd, J=9.1, 2.3 Hz, 1H), 4.34... Reactants: CC(=O)OC1CCC2(C)C(CCC3C4CCC(=O)C4(C)CCC32)C1, CO, [Na+], [OH-], O. The product is CC12CCC3C(CCC4CC(O)CCC43C)C1CCC2=O. Reaction SMILES: [C:4](=[O:5])([CH3:6])[O:7][CH:8]1[CH2:9][CH:10]2[CH2:11][CH2:12][CH:13]3[CH:14]4[CH2:15][CH2:16][C:17](=[O:27])[C:18]4([CH3:19])[CH2:20][CH2:21][CH:22]3[C:23]2([CH3:26])[CH2:24][CH2:25]1.[CH3:28][OH:29].[Na+:2].[OH-:1].[OH2:3]>>[OH:7][CH:8]1[CH2:9][CH:10]2[CH2:11][CH2:12][CH:13]3[CH:14]4[CH2:15][CH2:16][C:17](=[O:27])[C:18]4([CH3:19])[CH2:20][CH2:21][CH:22]3[C:23]2([CH3:26])[CH2:24][CH2:25]1.